Dataset: the Open Reaction Database (ORD), a public repository of structured organic reaction records. Task: describe an organic reaction: reactants, conditions, products, and yield Starting materials: [N+](=O)([O-])C=1C(=NC=CC1)OC1CCOCC1 (3-nitro-2-(tetrahydro-2H-pyran-4-yloxy)pyridine), C(=O)[O-].[NH4+] (ammonium formate), C(=O)O (formic acid), C(=O)[O-].[NH4+] (ammonium formate). Reagents/catalysts: [OH-].[OH-].[Pd+2] (palladium hydroxide on carbon). Solvent: CO (MeOH). Conditions: temperature 50 celsius. Yields the product O1CCC(CC1)OC1=NC=CC=C1N (2-(tetrahydro-2H-pyran-4-yloxy)pyridin-3-amine). RXN SMILES: [N+:1]([C:4]1[C:5]([O:10][CH:11]2[CH2:16][CH2:15][O:14][CH2:13][CH2:12]2)=[N:6][CH:7]=[CH:8][CH:9]=1)([O-])=O.C([O-])=O.[NH4+].C(O)=O>CO.[OH-].[OH-].[Pd+2]>[O:14]1[CH2:15][CH2:16][CH:11]([O:10][C:5]2[C:4]([NH2:1])=[CH:9][CH:8]=[CH:7][N:6]=2)[CH2:12][CH2:13]1 |f:1.2,5.6.7|. Procedure details: To a solution of 3-nitro-2-(tetrahydro-2H-pyran-4-yloxy)pyridine (2.31 g, 10.3 mmol) in anhydrous MeOH (20 mL) was added ammonium formate (1.2 g, 19.1 mmol) and palladium hydroxide on carbon (20%, 0.40 g). The mixture was stirred at ambient temperature for 8 hours when an additional aliquot of ammonium formate (1.0 g) was added. The mixture was heated at 50° C. for 4 hours, the solution adjusted to pH 8 with formic acid before further heating at 50° C. for one hour. The reaction was filtered thr...